Dataset: the Open Reaction Database (ORD), a public repository of structured organic reaction records. Task: describe an organic reaction: reactants, conditions, products, and yield Starting materials: ClCC(=C)CCl (3-chloro-2-chloromethyl-propene), C(C1=CC=CC=C1)O (Benzyl alcohol), CN(C)C=O (DMF), [H-].[Na+] (NaH). Run in C1CCOC1 (THF), C1CCOC1 (THF). Reaction conditions: time 30 minute. The product is EtOAc Petrol, ClCC(COCC1=CC=CC=C1)=C ((2-Chloromethyl-allyloxymethyl)-benzene). Isolated yield 46.9%. Reaction SMILES: [CH2:1]([OH:8])[C:2]1[CH:7]=[CH:6][CH:5]=[CH:4][CH:3]=1.CN(C=O)C.[H-].[Na+].[Cl:16][CH2:17][C:18]([CH2:20]Cl)=[CH2:19]>C1COCC1>[Cl:16][CH2:17][C:18](=[CH2:19])[CH2:20][O:8][CH2:1][C:2]1[CH:7]=[CH:6][CH:5]=[CH:4][CH:3]=1 |f:2.3|. Procedure: Benzyl alcohol (3.5 mL, 33.6 mmol) and DMF (8 mL) were added to a suspension of NaH (60% suspension in mineral oil, 1.8 g, 43.7 mmol, washed with hexane before use) in THF (35 mL). The resulting mixture was stirred for 30 minutes at room temperature and then 1 h at reflux. The mixture was cooled to room temperature and slowly added over 1 h to a solution of 3-chloro-2-chloromethyl-propene (4.2 g, 33.6 mmol) in THF (40 mL). The reaction was stirred at room temperature for 18 h, quenched with brin... Reactants: CSC=1OC2=C(N1)C=CC(=C2)C(=O)OC (methyl 2-(methylthio)benzo[d]oxazole-6-carboxylate), [H-].C(C(C)C)[Al+]CC(C)C (diisobutylaluminum hydride). Solvent: C(Cl)Cl (DCM). Conditions: temperature -30 celsius, time 15 hour. The product is CSC=1OC2=C(N1)C=CC(=C2)CO ((2-(methylthio)benzo[d]oxazol-6-yl)methanol). Isolated yield 53.9%. As a reaction SMILES: [CH3:1][S:2][C:3]1[O:4][C:5]2[CH:11]=[C:10]([C:12](OC)=[O:13])[CH:9]=[CH:8][C:6]=2[N:7]=1.[H-].C([Al+]CC(C)C)C(C)C>C(Cl)Cl>[CH3:1][S:2][C:3]1[O:4][C:5]2[CH:11]=[C:10]([CH2:12][OH:13])[CH:9]=[CH:8][C:6]=2[N:7]=1 |f:1.2|. Reported procedure: To a stirred solution of methyl 2-(methylthio)benzo[d]oxazole-6-carboxylate (4.24 g, 19 mmol) from Step 1 of this Example in anhydrous DCM (100 mL) under an argon atmosphere at −78° C. was added dropwise diisobutylaluminum hydride (1.0 M solution in DCM, 40 mL, 40 mmol). The mixture was allowed to warm to −30° C. over 2 h. The reaction was quenched by addition of saturated aq sodium potassium tartrate and the resulting mixture stirred at rt for an additional 15 h. The organic layer was separated... Starting materials: [N+](=O)([O-])C1=C(C=CC=C1)S(=O)(=O)NCCC(=O)OC (methyl 3-(2-nitrobenzenesulfonylamino)-propionate), CO (methanol), [OH-].[Na+] (sodium hydroxide), Cl (hydrochloric acid). The solvent is C(C)O (ethanol). Conditions: time 8 hour. Product: [N+](=O)([O-])C1=C(C=CC=C1)S(=O)(=O)NCCC(=O)O (3-(2-nitrobenzenesulfonylamino)propionic acid). The yield is 99.6%. Reaction SMILES: [N+:1]([C:4]1[CH:9]=[CH:8][CH:7]=[CH:6][C:5]=1[S:10]([NH:13][CH2:14][CH2:15][C:16]([O:18]C)=[O:17])(=[O:12])=[O:11])([O-:3])=[O:2].CO.[OH-].[Na+].Cl>C(O)C>[N+:1]([C:4]1[CH:9]=[CH:8][CH:7]=[CH:6][C:5]=1[S:10]([NH:13][CH2:14][CH2:15][C:16]([OH:18])=[O:17])(=[O:12])=[O:11])([O-:3])=[O:2] |f:2.3|. Procedure: To a solution of methyl 3-(2-nitrobenzenesulfonylamino)-propionate (6.15 g) in ethanol (20 mL)-methanol (5 mL) was added 5 mol/L aqueous sodium hydroxide solution (20 mL), and the mixture was stirred at room temperature overnight. The reaction mixture was acidified by addition of 2 mol/L hydrochloric acid (55 mL), and the resulting mixture was extracted with ethyl acetate. The extract was washed with water and brine, and dried over anhydrous sodium sulfate. The solvent was removed under reduced ... The reactants are C(=O)C=1C(=C(C(=O)OC)C=CC1)O (methyl 3-formyl-2-hydroxybenzoate), [N+](=O)([O-])CC (nitroethane), N1CCCCC1 (piperidine). The solvent is C1(=CC=CC=C1)C (toluene). The product is OC1=C(C(=O)OC)C=CC=C1C=C(C)[N+](=O)[O-] (methyl 2-hydroxy-3-(2-nitro-1-propenyl)benzoate). Isolated yield 81.9%. RXN SMILES: [CH:1]([C:3]1[C:4]([OH:13])=[C:5]([CH:10]=[CH:11][CH:12]=1)[C:6]([O:8][CH3:9])=[O:7])=O.[N+:14]([CH2:17][CH3:18])([O-:16])=[O:15].N1CCCCC1>C1(C)C=CC=CC=1>[OH:13][C:4]1[C:3]([CH:1]=[C:17]([N+:14]([O-:16])=[O:15])[CH3:18])=[CH:12][CH:11]=[CH:10][C:5]=1[C:6]([O:8][CH3:9])=[O:7]. Reported procedure: A mixture of 1.90 g of methyl 3-formyl-2-hydroxybenzoate, 3.0 g of nitroethane, 0.15 ml of piperidine and 30 ml of toluene is refluxed overnight while removing water. The reaction mixture is poured into ice-water and the aqueous mixture is extracted with ethyl acetate. The extract is washed successively with 10% hydrochloric acid and an aqueous saturated sodium chloride solution, dried and evaporated to remove solvent. The residue is recrystallized from methanol to give 2.05 g of methyl 2-hydrox... Starting materials: OC1=C2C=CN=CC2=CC=C1 (5-hydroxyisoquinoline), BrC=1C=NC=C(C1)Br (3,5-dibromopyridine), C([O-])([O-])=O.[K+].[K+] (potassium carbonate). Solvent: CN(C)C=O (DMF). Run at temperature 240 celsius. Product: BrC=1C=C(C=NC1)OC1=C2C=CN=CC2=CC=C1 (5-[(5-bromopyridin-3-yl)oxy]isoquinoline). The yield is 22.9%. As a reaction SMILES: [OH:1][C:2]1[CH:11]=[CH:10][CH:9]=[C:8]2[C:3]=1[CH:4]=[CH:5][N:6]=[CH:7]2.[Br:12][C:13]1[CH:14]=[N:15][CH:16]=[C:17](Br)[CH:18]=1.C(=O)([O-])[O-].[K+].[K+]>CN(C=O)C>[Br:12][C:13]1[CH:18]=[C:17]([O:1][C:2]2[CH:11]=[CH:10][CH:9]=[C:8]3[C:3]=2[CH:4]=[CH:5][N:6]=[CH:7]3)[CH:16]=[N:15][CH:14]=1 |f:2.3.4|. Reported procedure: A sealed tube was charged with 5-hydroxyisoquinoline (0.15 g, 1.03 mmol), 3,5-dibromopyridine (0.24 g, 1.03 mmol), potassium carbonate (0.27 g, 2.0 mmol) and DMF (4 mL). The reaction was heated to 240° C. for 10 minutes in a personal chemistry microwave. The reaction was partitioned between water and ethyl acetate. The aqueous layer was extracted twice with ethyl acetate. The combined extracts were concentrated and the residue was purified by flash column chromatography on silica gel with 2:1 et... Starting materials: CC(CCNC(=O)NC1=C(C=C(C=C1)OC1=CC=NC2=CC(=C(C=C12)OC)OCCN1CCOCC1)F)(C)C (1-(3,3-Dimethyl-butyl)-3-{2-fluoro-4-[6-methoxy-7-(2-morpholin-4-yl-ethoxy)-quinolin-4-yloxy]-phenyl}-urea), C(Cl)(Cl)Cl (chloroform), CO (methanol). Reagents/catalysts: Cl.CO (hydrogen chloride methanol). The product is Cl.CC(CCNC(=O)NC1=C(C=C(C=C1)OC1=CC=NC2=CC(=C(C=C12)OC)OCCN1CCOCC1)F)(C)C (1-(3,3-Dimethyl-butyl)-3-{2-fluoro-4-[6-methoxy-7-(2-morpholin-4-yl-ethoxy)-quinolin-4-yloxy]-phenyl}-urea hydrochloride). RXN SMILES: [CH3:1][C:2]([CH3:39])([CH3:38])[CH2:3][CH2:4][NH:5][C:6]([NH:8][C:9]1[CH:14]=[CH:13][C:12]([O:15][C:16]2[C:25]3[C:20](=[CH:21][C:22]([O:28][CH2:29][CH2:30][N:31]4[CH2:36][CH2:35][O:34][CH2:33][CH2:32]4)=[C:23]([O:26][CH3:27])[CH:24]=3)[N:19]=[CH:18][CH:17]=2)=[CH:11][C:10]=1[F:37])=[O:7].CO.C(Cl)(Cl)[Cl:43]>Cl.CO>[ClH:43].[CH3:1][C:2]([CH3:39])([CH3:38])[CH2:3][CH2:4][NH:5][C:6]([NH:8][C:9]1[CH:14]=[CH:13][C:12]([O:15][C:16]2[C:25]3[C:20](=[CH:21][C:22]([O:28][CH2:29][CH2:30][N:31]4[CH2:36][CH2:35][O:34][CH2:33][CH2:32]4)=[C:23]([O:26][CH3:27])[CH:24]=3)[N:19]=[CH:18][CH:17]=2)=[CH:11][C:10]=1[F:37])=[O:7] |f:3.4,5.6|. Procedure: 1-(3,3-Dimethyl-butyl)-3-{2-fluoro-4-[6-methoxy-7-(2-morpholin-4-yl-ethoxy)-quinolin-4-yloxy]-phenyl}-urea (42.7 mg) was dissolved in chloroform (1 ml) and methanol (1 ml) to prepare a solution. To the solution was added 10 drops of 10% hydrogen chloride-methanol with a Pasteur pipette. The mixture was concentrated by an evaporator, and the concentrate was dried by means of a vacuum pump to give a hydride compound (48.9 mg). Starting materials: C(O)([O-])=O.[Na+] (sodium hydrogen carbonate), O1CCOC=2C=NC(=CC21)CN(C(OC(C)(C)C)=O)C2CCNCC2 (tert-butyl (2,3-dihydro(1,4)dioxino(2,3-c)pyridin-7-ylmethyl)(piperidin-4-yl)carbamate), O=C1C=NC2=C(N1CC=O)N=C(C=C2)N2N=CN=C2 ((3-oxo-6-(1H-1,2,4-triazol-1-yl)pyrido(2,3-b)pyrazin-4(3H)-yl)acetaldehyde), C(#N)[BH3-].[Na+] (sodium cyanoborohydride). Solvent: C(Cl)(Cl)Cl (chloroform), CO (methanol), C(C)(=O)O (acetic acid), ClCCl (dichloromethane). Conditions: time 40 minute. Yields the product O1CCOC=2C=NC(=CC21)CN(C(OC(C)(C)C)=O)C2CCN(CC2)CCN2C1=C(N=CC2=O)C=CC(=N1)N1N=CN=C1 (tert-butyl (2,3-dihydro(1,4)dioxino(2,3-c)pyridin-7-ylmethyl)(1-(2-(3-oxo-6-(1H-1,2,4-triazol-1-yl)pyrido(2,3-b)pyrazin-4(3H)-yl)ethyl)piperidin-4-yl)carbamate). Yield: 43.2%. Reaction SMILES: [O:1]1[C:10]2[CH:9]=[C:8]([CH2:11][N:12]([CH:20]3[CH2:25][CH2:24][NH:23][CH2:22][CH2:21]3)[C:13](=[O:19])[O:14][C:15]([CH3:18])([CH3:17])[CH3:16])[N:7]=[CH:6][C:5]=2[O:4][CH2:3][CH2:2]1.[O:26]=[C:27]1[N:32]([CH2:33][CH:34]=O)[C:31]2[N:36]=[C:37]([N:40]3[CH:44]=[N:43][CH:42]=[N:41]3)[CH:38]=[CH:39][C:30]=2[N:29]=[CH:28]1.C([BH3-])#N.[Na+].C(=O)([O-])O.[Na+]>CO.C(Cl)(Cl)Cl.C(O)(=O)C.ClCCl>[O:1]1[C:10]2[CH:9]=[C:8]([CH2:11][N:12]([CH:20]3[CH2:25][CH2:24][N:23]([CH2:34][CH2:33][N:32]4[C:27](=[O:26])[CH:28]=[N:29][C:30]5[CH:39]=[CH:38][C:37]([N:40]6[CH:44]=[N:43][CH:42]=[N:41]6)=[N:36][C:31]4=5)[CH2:22][CH2:21]3)[C:13](=[O:19])[O:14][C:15]([CH3:18])([CH3:17])[CH3:16])[N:7]=[CH:6][C:5]=2[O:4][CH2:3][CH2:2]1 |f:2.3,4.5|. Procedure: To a solution of 48 mg of tert-butyl (2,3-dihydro(1,4)dioxino(2,3-c)pyridin-7-ylmethyl)(piperidin-4-yl)carbamate in 2 mL of methanol, 50 mg of (3-oxo-6-(1H-1,2,4-triazol-1-yl)pyrido(2,3-b)pyrazin-4(3H)-yl)acetaldehyde, 2.5 mL of dichloromethane and 20 μL of acetic acid were added, and the mixture was stirred at room temperature for 40 minutes. To the reaction mixture, 9.0 mg of sodium cyanoborohydride was added, and the mixture was stirred at room temperature for 1 hour 30 minutes. Thereto were ...